This data is from the Open Reaction Database (ORD), a public repository of structured organic reaction records. The task is: describe an organic reaction: reactants, conditions, products, and yield Reactants: ClC1=CC=C(CNC(=O)C2=CN(C3=C(C=CC=C3C2=O)I)C)C=C1 (N-(4-chlorobenzyl)-8-iodo-1-methyl-4-oxo-1,4-dihydro-3-quinolinecarboxamide), C(C#C)O (propargyl alcohol), ClCCl (Dichloromethane). The reagents and catalysts are [Cu](I)I (copper iodide), Cl[Pd]([P](C1=CC=CC=C1)(C2=CC=CC=C2)C3=CC=CC=C3)([P](C4=CC=CC=C4)(C5=CC=CC=C5)C6=CC=CC=C6)Cl (bis(triphenylphosphine)palladium(II) chloride). Run in hexanes, C(C)NCC (diethylamine). Product: ClC1=CC=C(CNC(=O)C2=CN(C3=C(C=CC=C3C2=O)C#CCO)C)C=C1 (N-(4-Chlorobenzyl)-8-(3-hydroxy-1-propynyl)-1-methyl-4-oxo-1,4-dihydro-3-quinolinecarboxamide). As a reaction SMILES: [Cl:1][C:2]1[CH:24]=[CH:23][C:5]([CH2:6][NH:7][C:8]([C:10]2[C:19](=[O:20])[C:18]3[C:13](=[C:14](I)[CH:15]=[CH:16][CH:17]=3)[N:12]([CH3:22])[CH:11]=2)=[O:9])=[CH:4][CH:3]=1.[CH2:25]([OH:28])[C:26]#[CH:27].ClCCl>C(NCC)C.[Cu](I)I.Cl[Pd](Cl)([P](C1C=CC=CC=1)(C1C=CC=CC=1)C1C=CC=CC=1)[P](C1C=CC=CC=1)(C1C=CC=CC=1)C1C=CC=CC=1>[Cl:1][C:2]1[CH:24]=[CH:23][C:5]([CH2:6][NH:7][C:8]([C:10]2[C:19](=[O:20])[C:18]3[C:13](=[C:14]([C:27]#[C:26][CH2:25][OH:28])[CH:15]=[CH:16][CH:17]=3)[N:12]([CH3:22])[CH:11]=2)=[O:9])=[CH:4][CH:3]=1 |^1:42,61|. Procedure details: A solution of N-(4-chlorobenzyl)-8-iodo-1-methyl-4-oxo-1,4-dihydro-3-quinolinecarboxamide (0.21 g) from Preparation No. 48, copper iodide (0.029 g), bis(triphenylphosphine)palladium(II) chloride (0.012 g), and propargyl alcohol (0.035 mL) in diethylamine (15 mL) is stirred at room temperature for 18 h. Dichloromethane followed by hexanes is added to the reaction mixture. The resulting solid is filtered, washed thoroughly with hexanes, and dried. The solid is dissolved in CH2Cl2/MeOH and adsorbed... Procedure details: Prepared according to procedure R using 3-methoxy-4-methylaniline (617.8 mg, 4.5 mmol), ethyl-2-methyl-acetoacetate (1.3 mL, 9.1 mmol), and PPA (1.87 g, 18.7 mmol) to give 7-methoxy-2,3,6-trimethylquinolin-4-ol. Reactants: COC=1C=C(N)C=CC1C (3-methoxy-4-methylaniline), C(C)OC(C(C(=O)C)C)=O (ethyl-2-methyl-acetoacetate). RXN SMILES: [CH3:1][O:2][C:3]1[CH:4]=[C:5]([CH:7]=[CH:8][C:9]=1[CH3:10])[NH2:6].C([O:13][C:14](=O)[CH:15]([CH3:19])[C:16]([CH3:18])=O)C>>[CH3:1][O:2][C:3]1[CH:4]=[C:5]2[C:7]([C:14]([OH:13])=[C:15]([CH3:19])[C:16]([CH3:18])=[N:6]2)=[CH:8][C:9]=1[CH3:10]. The product is COC1=C(C=C2C(=C(C(=NC2=C1)C)C)O)C (7-methoxy-2,3,6-trimethylquinolin-4-ol). The reactants are [BH4-].[Na+] (Sodium borohydride), C1(=CC=CC2=CC=CC=C12)CC(CC)=O (1-naphthyl-2-butanone), Cl (HCl). The solvent is CO (CH3OH). Run at temperature 0 celsius, time 3 hour. Yields the product C1(=CC=CC2=CC=CC=C12)CC(CC)O (1-naphthalen-1-ylmethyl-propanol). Yield: 86.4%. As a reaction SMILES: [BH4-].[Na+].[C:3]1([CH2:13][C:14](=[O:17])[CH2:15][CH3:16])[C:12]2[C:7](=[CH:8][CH:9]=[CH:10][CH:11]=2)[CH:6]=[CH:5][CH:4]=1.Cl>CO>[C:3]1([CH2:13][CH:14]([OH:17])[CH2:15][CH3:16])[C:12]2[C:7](=[CH:8][CH:9]=[CH:10][CH:11]=2)[CH:6]=[CH:5][CH:4]=1 |f:0.1|. Procedure details: Sodium borohydride (1.80 g, 47.4 mmol) was added portion wise at 0° C. to a solution of 1-naphthyl-2-butanone (4.70 g, 23.7 mmol) in CH3OH (100 mL). The mixture was stirred at 0° C. for 3 h. A solution of 1 N HCl (10 mL) was added, and the solvent was removed in vacuo. Water (50 mL) was added to the residue, and the aqueous was extracted with EtOAc (300 mL). The combined organic extracts were washed with the H2O (100 mL) and brine (50 mL), and the solvent was removed by rotary evaporation. Silic... Starting materials: C(C)(C)(C)OC(=O)N1CCC(CC1)=NOC (4-Methoxyimino-piperidine-1-carboxylic acid tert-butyl ester), Cl.O1CCOCC1 (HCl dioxane). The solvent is CO (MeOH). Product: Cl.CON=C1CCNCC1 (Piperidin-4-one O-methyl-oxime hydrochloride). Reaction SMILES: C(OC([N:8]1[CH2:13][CH2:12][C:11](=[N:14][O:15][CH3:16])[CH2:10][CH2:9]1)=O)(C)(C)C.[ClH:17].O1CCOCC1>CO>[ClH:17].[CH3:16][O:15][N:14]=[C:11]1[CH2:12][CH2:13][NH:8][CH2:9][CH2:10]1 |f:1.2,4.5|. Reported procedure: 4-Methoxyimino-piperidine-1-carboxylic acid tert-butyl ester in MeOH (10 mL) was treated with 4.0 M HCl/dioxane (1.0 mL) and stirred at room temperature over night. The solution was concentrated to yield 213 mg of the title compound without further purification. 1H NMR (DMSO, 300 MHz) δ ppm 2.47 (t, 2H, J=6.62 Hz), 2.68 (t, 2H, J=6.07 Hz), 3.17 (m, 4H), 3.77 (s, 3H), 9.08 (bs, 1H).